Dataset: the Open Reaction Database (ORD), a public repository of structured organic reaction records. Task: describe an organic reaction: reactants, conditions, products, and yield The reactants are C([O-])([O-])=O.[Na+].[Na+] (sodium carbonate), C12C(C3CC(CC(C1)C3)C2)NC(=O)C=2C(=NC(=CC2)Cl)Cl (N-(2-adamantyl)-2,6-dichloro-pyridine-3-carboxamide), C1(CCCCC1)S (cyclohexyl mercaptan). Solvent: CN(C)C=O (DMF). Conditions: temperature 60 celsius, time 6 hour. The product is C12C(C3CC(CC(C1)C3)C2)NC(=O)C=2C(=NC(=CC2)Cl)SC2CCCCC2 (N-(2-adamantyl)-6-chloro-2-cyclohexylsulfanyl-pyridine-3-carboxamide). As a reaction SMILES: C(=O)([O-])[O-].[Na+].[Na+].[CH:7]12[CH2:16][CH:11]3[CH2:12][CH:13]([CH2:15][CH:9]([CH2:10]3)[CH:8]1[NH:17][C:18]([C:20]1[C:21](Cl)=[N:22][C:23]([Cl:26])=[CH:24][CH:25]=1)=[O:19])[CH2:14]2.[CH:28]1([SH:34])[CH2:33][CH2:32][CH2:31][CH2:30][CH2:29]1>CN(C=O)C>[CH:9]12[CH2:10][CH:11]3[CH2:12][CH:13]([CH2:14][CH:7]([CH2:16]3)[CH:8]1[NH:17][C:18]([C:20]1[C:21]([S:34][CH:28]3[CH2:33][CH2:32][CH2:31][CH2:30][CH2:29]3)=[N:22][C:23]([Cl:26])=[CH:24][CH:25]=1)=[O:19])[CH2:15]2 |f:0.1.2|. Procedure: Anhydrous sodium carbonate (2.201 mL, 52.58 mmol) was added in one portion to N-(2-adamantyl)-2,6-dichloro-pyridine-3-carboxamide (5.7 g, 17.53 mmol) and cyclohexyl mercaptan (2.14 mL, 17.53 mmol) in DMF (50 mL) under nitrogen. The resulting suspension was stirred at 60° C. for 6 hours. Starting materials: CCOC(=O)C(CC(C)C)NCC(C)C, Cc1cc([N+](=O)[O-])ccc1N=C=S. The product is Cc1cc([N+](=O)[O-])ccc1N=C1SC(=O)C(CC(C)C)N1CC(C)C. RXN SMILES: [CH2:1]([O:2][C:4]([CH:5]([NH:6][CH2:7][CH:8]([CH3:9])[CH3:10])[CH2:11][CH:12]([CH3:13])[CH3:14])=[O:15])[CH3:3].[CH3:16][c:17]1[c:18]([N:26]=[C:27]=[S:28])[cH:19][cH:20][c:21]([N+:23](=[O:24])[O-:25])[cH:22]1>>[C:4]1(=[O:15])[CH:5]([CH2:11][CH:12]([CH3:13])[CH3:14])[N:6]([CH2:7][CH:8]([CH3:9])[CH3:10])[C:27](=[N:26][c:18]2[c:17]([CH3:16])[cH:22][c:21]([N+:23](=[O:24])[O-:25])[cH:20][cH:19]2)[S:28]1.